From a dataset of the Open Reaction Database (ORD), a public repository of structured organic reaction records. describe an organic reaction: reactants, conditions, products, and yield Starting materials: N[C@@H](CC1=CNC2=CC=CC=C12)C(=O)O (Tryptophan), [H-].[Al+3].[Li+].[H-].[H-].[H-] (lithium aluminium hydride). Run in O1CCCC1 (tetrahydrofuran). Reaction conditions: time 72 hour. Product: NC(CO)CC1=CNC2=CC=CC=C12 (2-Amino-3-(3-indolyl)-1-propanol). As a reaction SMILES: [NH2:1][C@H:2]([C:13](O)=[O:14])[CH2:3][C:4]1[C:12]2[C:7](=[CH:8][CH:9]=[CH:10][CH:11]=2)[NH:6][CH:5]=1.[H-].[Al+3].[Li+].[H-].[H-].[H-]>O1CCCC1>[NH2:1][CH:2]([CH2:3][C:4]1[C:12]2[C:7](=[CH:8][CH:9]=[CH:10][CH:11]=2)[NH:6][CH:5]=1)[CH2:13][OH:14] |f:1.2.3.4.5.6|. Procedure: L Tryptophan (10.2 g) was cautiously added in portions to a stirred solution of lithium aluminium hydride in tetrahydrofuran (1M, 150 ml). The reaction was stirred for 72 hours and then heated to reflux for 1 hour. The reaction mixture was cooled and then quenched carefully with 2N sodium hydroxide (150 ml). Ethyl acetate (500 ml) was added and the mixture was filtered through a pad of Celite. The organic phase was washed with water, dried (MgSO4) and evaporated to yield the crude title compound...